Dataset: the Open Reaction Database (ORD), a public repository of structured organic reaction records. Task: describe an organic reaction: reactants, conditions, products, and yield Starting materials: CCO, Cn1ccnc1Sc1cc(Cl)ccc1[N+](=O)[O-]. Yields the product Cn1ccnc1Sc1cc(Cl)ccc1N. As a reaction SMILES: [CH3:18][CH2:19][OH:20].[Cl:1][c:2]1[cH:3][c:4]([S:11][c:12]2[n:13]([CH3:17])[cH:14][cH:15][n:16]2)[c:5]([N+:8]([O-:9])=[O:10])[cH:6][cH:7]1>>[Cl:1][c:2]1[cH:3][c:4]([S:11][c:12]2[n:13]([CH3:17])[cH:14][cH:15][n:16]2)[c:5]([NH2:8])[cH:6][cH:7]1. Starting materials: ClC1=NC=C(C(=N1)C(F)(F)F)C(=O)N1CCS(CC1)(=O)=O (4-{[2-chloro-4-(trifluoromethyl)pyrimidin-5-yl]carbonyl}thiomorpholine 1,1-dioxide), O1CCCC1 (tetrahydrofuran), O1CCCC1.Cl[Zn]CC1=CC(=CC=C1)Cl (chloro(3-chlorobenzyl)zinc tetrahydrofuran). The reagents and catalysts are Cl[Ni]([P](C1=CC=CC=C1)(C2=CC=CC=C2)C3=CC=CC=C3)([P](C4=CC=CC=C4)(C5=CC=CC=C5)C6=CC=CC=C6)Cl (dichlorobis(triphenylphosphine)nickel). The solvent is O (water). Conditions: time 6 hour. The product is ClC=1C=C(CC2=NC=C(C(=N2)C(F)(F)F)C(=O)N2CCS(CC2)(=O)=O)C=CC1 (4-{[2-(3-chlorobenzyl)-4-(trifluoromethyl)pyrimidin-5-yl]carbonyl}thiomorpholine 1,1-dioxide). As a reaction SMILES: Cl[C:2]1[N:7]=[C:6]([C:8]([F:11])([F:10])[F:9])[C:5]([C:12]([N:14]2[CH2:19][CH2:18][S:17](=[O:21])(=[O:20])[CH2:16][CH2:15]2)=[O:13])=[CH:4][N:3]=1.O1CCCC1.O1CCCC1.Cl[Zn][CH2:34][C:35]1[CH:40]=[CH:39][CH:38]=[C:37]([Cl:41])[CH:36]=1>Cl[Ni](Cl)([P](C1C=CC=CC=1)(C1C=CC=CC=1)C1C=CC=CC=1)[P](C1C=CC=CC=1)(C1C=CC=CC=1)C1C=CC=CC=1.O>[Cl:41][C:37]1[CH:36]=[C:35]([CH:40]=[CH:39][CH:38]=1)[CH2:34][C:2]1[N:7]=[C:6]([C:8]([F:11])([F:10])[F:9])[C:5]([C:12]([N:14]2[CH2:19][CH2:18][S:17](=[O:21])(=[O:20])[CH2:16][CH2:15]2)=[O:13])=[CH:4][N:3]=1 |f:2.3,^1:44,63|. Procedure: To a mixture of 4-{[2-chloro-4-(trifluoromethyl)pyrimidin-5-yl]carbonyl}thiomorpholine 1,1-dioxide (500 mg), dichlorobis(triphenylphosphine)nickel (II) (190 mg), tetrahydrofuran (10 mL) was added a 0.5 M chloro(3-chlorobenzyl)zinc tetrahydrofuran solution (3.2 mL), followed by stirring at room temperature for 6 hours. To the reaction mixture was added water and the aqueous layer was extracted with ethyl acetate. The organic layer was washed with water and saturated brine, then dried over anhydro... The reactants are ClC=1C(=CC(=NC1)CCCOC)CN(C(C(CNC(OC(C)(C)C)=O)CC1=CC=C(C=C1)OCCOC1=C(C=C(C=C1Cl)C)Cl)=O)C1CC1 (tert-butyl (3-[{[5-chloro-2-(methoxypropyl)pyridin-4-yl]methyl}(cyclopropyl)amino]-2-{4-[2-(2,6-dichloro-4-methylphenoxy)ethoxy]benzyl}-3-oxopropyl)carbamate), ClC=1C=C(C(=O)OO)C=CC1 (3-chloroperoxybenzoic acid). Solvent: ClCCl (dichloromethane). Reaction conditions: time 16 hour. The product is ClC=1C(=CC(=[N+](C1)[O-])CCCOC)CN(C(C(CNC(OC(C)(C)C)=O)CC1=CC=C(C=C1)OCCOC1=C(C=C(C=C1Cl)C)Cl)=O)C1CC1 (tert-Butyl (3-[{[5-chloro-2-(methoxypropyl)-1-oxidopyridin-4-yl]methyl}(cyclopropyl)amino]-2-{4-[2-(2,6-dichloro-4-methylphenoxy)ethoxy]benzyl}-3-oxopropyl)carbamate). Reaction SMILES: [Cl:1][C:2]1[C:3]([CH2:13][N:14]([CH:47]2[CH2:49][CH2:48]2)[C:15](=[O:46])[CH:16]([CH2:26][C:27]2[CH:32]=[CH:31][C:30]([O:33][CH2:34][CH2:35][O:36][C:37]3[C:42]([Cl:43])=[CH:41][C:40]([CH3:44])=[CH:39][C:38]=3[Cl:45])=[CH:29][CH:28]=2)[CH2:17][NH:18][C:19](=[O:25])[O:20][C:21]([CH3:24])([CH3:23])[CH3:22])=[CH:4][C:5]([CH2:8][CH2:9][CH2:10][O:11][CH3:12])=[N:6][CH:7]=1.ClC1C=C(C=CC=1)C(OO)=[O:55]>ClCCl>[Cl:1][C:2]1[C:3]([CH2:13][N:14]([CH:47]2[CH2:48][CH2:49]2)[C:15](=[O:46])[CH:16]([CH2:26][C:27]2[CH:28]=[CH:29][C:30]([O:33][CH2:34][CH2:35][O:36][C:37]3[C:42]([Cl:43])=[CH:41][C:40]([CH3:44])=[CH:39][C:38]=3[Cl:45])=[CH:31][CH:32]=2)[CH2:17][NH:18][C:19](=[O:25])[O:20][C:21]([CH3:22])([CH3:23])[CH3:24])=[CH:4][C:5]([CH2:8][CH2:9][CH2:10][O:11][CH3:12])=[N+:6]([O-:55])[CH:7]=1. Procedure: To a solution of tert-butyl (3-[{[5-chloro-2-(methoxypropyl)pyridin-4-yl]methyl}(cyclopropyl)amino]-2-{4-[2-(2,6-dichloro-4-methylphenoxy)ethoxy]benzyl}-3-oxopropyl)carbamate from Experiment 94, Step 4 in dichloromethane (0.03 M) was added 3-chloroperoxybenzoic acid. The reaction mixture was stirred at RT for 16 h. The reaction was quenched with water and then extracted with EtOAc. The combined organic extracts were washed with 10% aq. HCl and brine, dried over MgSO4, filtered and the filtrate c... Starting materials: CC(C)(C)OC(=O)n1nc(CBr)c2ccccc21, C[Si](C)(C)[N-][Si](C)(C)C, CCOCC, CCOC(C)=O, Cc1ccccc1, [Na+], COc1ccc(N(C(=O)CN2C(=O)CC(=O)N(c3ccsc3)c3ccccc32)C(C)C)cc1, CN(C)C=O. The product is COc1ccc(N(C(=O)CN2C(=O)C(Cc3nn(C(=O)OC(C)(C)C)c4ccccc34)C(=O)N(c3ccsc3)c3ccccc32)C(C)C)cc1. As a reaction SMILES: [Br:44][CH2:45][c:46]1[n:47][n:48]([C:55](=[O:56])[O:57][C:58]([CH3:59])([CH3:60])[CH3:61])[c:49]2[cH:50][cH:51][cH:52][cH:53][c:54]12.[CH3:35][Si:36]([N-:37][Si:38]([CH3:39])([CH3:40])[CH3:41])([CH3:42])[CH3:43].[CH3:62][CH2:63][O:64][CH2:65][CH3:66].[CH3:67][CH2:68][O:69][C:70]([CH3:71])=[O:72].[CH3:78][c:79]1[cH:80][cH:81][cH:82][cH:83][cH:84]1.[Na+:34].[O:1]=[C:2]1[CH2:3][C:4](=[O:33])[N:5]([c:28]2[cH:29][s:30][cH:31][cH:32]2)[c:6]2[c:7]([cH:24][cH:25][cH:26][cH:27]2)[N:8]1[CH2:9][C:10](=[O:11])[N:12]([c:13]1[cH:14][cH:15][c:16]([O:19][CH3:20])[cH:17][cH:18]1)[CH:21]([CH3:22])[CH3:23].[O:73]=[CH:74][N:75]([CH3:76])[CH3:77]>>[O:1]=[C:2]1[CH:3]([CH2:45][c:46]2[n:47][n:48]([C:55](=[O:56])[O:57][C:58]([CH3:59])([CH3:60])[CH3:61])[c:49]3[cH:50][cH:51][cH:52][cH:53][c:54]23)[C:4](=[O:33])[N:5]([c:28]2[cH:29][s:30][cH:31][cH:32]2)[c:6]2[c:7]([cH:24][cH:25][cH:26][cH:27]2)[N:8]1[CH2:9][C:10](=[O:11])[N:12]([c:13]1[cH:14][cH:15][c:16]([O:19][CH3:20])[cH:17][cH:18]1)[CH:21]([CH3:22])[CH3:23].